Task: describe an organic reaction: reactants, conditions, products, and yield. Dataset: the Open Reaction Database (ORD), a public repository of structured organic reaction records Reactants: Cl (HCl), FC1=C(C=C(C=C1)C)NC(=O)NC1=CC=C(OC2=CC(=NC=C2)C2=CC(=CN2)C(=O)NC(C(=O)O)CCC(=O)O)C=C1 (2-{[(5-{4-[4-({[(2-fluoro-5-methylphenyl)amino]carbonyl}amino)phenoxy]pyridin-2-yl}-1H-pyrrol-3-yl)carbonyl]amino}pentanedioic acid), Cl.CN(CCCN=C=NCC)C (N-(3-dimethylaminopropyl)-N′-ethylcarbodiimide hydrochloride), CN(C)C=O (DMF), 2-Methylamine, C1CCOC1 (THF). Solvent: O (water). Reaction conditions: time 30 minute. Yields the product C(C)NC(C(CCC(=O)NCC)NC(=O)C1=CNC(=C1)C1=NC=CC(=C1)OC1=CC=C(C=C1)NC(=O)NC1=C(C=CC(=C1)C)F)=O (N,N′-diethyl-2-{[(5-{4-[4-({[(2-fluoro-5-methylphenyl)amino]carbonyl}amino)phenoxy]pyridin-2-yl}-1H-pyrrol-3-yl)carbonyl]amino}pentanediamide). Reaction SMILES: [F:1][C:2]1[CH:7]=[CH:6][C:5]([CH3:8])=[CH:4][C:3]=1[NH:9][C:10]([NH:12][C:13]1[CH:42]=[CH:41][C:16]([O:17][C:18]2[CH:23]=[CH:22][N:21]=[C:20]([C:24]3[NH:28][CH:27]=[C:26]([C:29]([NH:31][CH:32]([CH2:36][CH2:37][C:38](O)=[O:39])[C:33]([OH:35])=O)=[O:30])[CH:25]=3)[CH:19]=2)=[CH:15][CH:14]=1)=[O:11].Cl.C[N:45](C)[CH2:46][CH2:47]CN=C=NCC.[CH2:55]1[CH2:59]OCC1.Cl.C[N:62](C=O)C>O>[CH2:46]([NH:45][C:33](=[O:35])[CH:32]([NH:31][C:29]([C:26]1[CH:25]=[C:24]([C:20]2[CH:19]=[C:18]([O:17][C:16]3[CH:41]=[CH:42][C:13]([NH:12][C:10]([NH:9][C:3]4[CH:4]=[C:5]([CH3:8])[CH:6]=[CH:7][C:2]=4[F:1])=[O:11])=[CH:14][CH:15]=3)[CH:23]=[CH:22][N:21]=2)[NH:28][CH:27]=1)=[O:30])[CH2:36][CH2:37][C:38]([NH:62][CH2:59][CH3:55])=[O:39])[CH3:47] |f:1.2|. Procedure details: To a stirred solution of 2-{[(5-{4-[4-({[(2-fluoro-5-methylphenyl)amino]carbonyl}amino)phenoxy]pyridin-2-yl}-1H-pyrrol-3-yl)carbonyl]amino}pentanedioic acid (Example 63) (100 mg, 0.17 mmol) in 10 ml of anhydrous DMF was added N-(3-dimethylaminopropyl)-N′-ethylcarbodiimide hydrochloride (EDC, 84 mg, 0.44 mmol). The mixture was stirred at room temperature for 30 minutes, followed by addition of 2-Methylamine solution in THF (0.45 ml, 0.90 mmol). The mixture was stirred for another 16 hours, and po...